This data is from the Open Reaction Database (ORD), a public repository of structured organic reaction records. The task is: describe an organic reaction: reactants, conditions, products, and yield Starting materials: CCOCC (ether), ClC1=CC=C2C(=C1)N(CC21CCN(CC1)C)C1=C(C=CC=C1)Cl (6-chloro-1-(2-chlorophenyl)-1'-methylspiro[indoline-3,4'-piperidine]), C(\C=C/C(=O)O)(=O)O.ClC1=CC=C2C(=C1)N(CC21CCN(CC1)C)C1=C(C=CC=C1)Cl (6-chloro-1-(2-chlorophenyl)-1'-methylspiro[indoline-3,4'-piperidine] maleate), ClC(=O)OC1=CC=CC=C1 (phenyl chloroformate). Solvent: C(Cl)Cl (methylene chloride). Conditions: time 16 hour. Product: ClC1=CC=C2C(=C1)N(CC21CCN(CC1)C(=O)OC1=CC=CC=C1)C1=C(C=CC=C1)Cl (6-chloro-1-(2-chlorophenyl)-1'-phenoxycarbonylspiro[indoline-3,4'-piperidine]). RXN SMILES: [Cl:1][C:2]1[CH:7]=[C:6]2[N:8]([C:17]3[CH:22]=[CH:21][CH:20]=[CH:19][C:18]=3[Cl:23])[CH2:9][C:10]3([CH2:15][CH2:14][N:13](C)[CH2:12][CH2:11]3)[C:5]2=[CH:4][CH:3]=1.C(O)(=O)/C=C\C(O)=O.ClC1C=C2N(C3C=CC=CC=3Cl)CC3(CCN(C)CC3)C2=CC=1.Cl[C:56]([O:58][C:59]1[CH:64]=[CH:63][CH:62]=[CH:61][CH:60]=1)=[O:57].CCOCC>C(Cl)Cl>[Cl:1][C:2]1[CH:7]=[C:6]2[N:8]([C:17]3[CH:22]=[CH:21][CH:20]=[CH:19][C:18]=3[Cl:23])[CH2:9][C:10]3([CH2:15][CH2:14][N:13]([C:56]([O:58][C:59]4[CH:64]=[CH:63][CH:62]=[CH:61][CH:60]=4)=[O:57])[CH2:12][CH2:11]3)[C:5]2=[CH:4][CH:3]=1 |f:1.2|. Procedure: A mixture of 0.8 g of 6-chloro-1-(2-chlorophenyl)-1'-methylspiro[indoline-3,4'-piperidine], free base of Example 28, and 0.5 g of phenyl chloroformate in 20 ml of methylene chloride is stirred at ambient temperature for 16 hours. Thereafter, the mixture is successively washed with 10% sodium hydroxide, washed with water, dried and concentrated under vacuum leaving a brownish oil. The oil is passed through an alumina column, ether eluant, providing a colorless gum of 6-chloro-1-(2-chlorophenyl)-1... Reactants: COC(C(CC1=CC(=CC=C1)OCC1=CC=CC=C1)OC)=O (3-(3-Benzyloxy-phenyl)-2-methoxy-propionic acid methyl ester), C—Pd. Solvent: CO (methanol). Conditions: time 8 hour. Yields the product COC(C(CC1=CC(=CC=C1)O)OC)=O (3-(3-Hydroxy-phenyl)-2-methoxy-propionic acid methyl ester). RXN SMILES: [CH3:1][O:2][C:3](=[O:22])[CH:4]([O:20][CH3:21])[CH2:5][C:6]1[CH:11]=[CH:10][CH:9]=[C:8]([O:12]CC2C=CC=CC=2)[CH:7]=1>CO>[CH3:1][O:2][C:3](=[O:22])[CH:4]([O:20][CH3:21])[CH2:5][C:6]1[CH:11]=[CH:10][CH:9]=[C:8]([OH:12])[CH:7]=1. Procedure details: A solution of 3-(3-Benzyloxy-phenyl)-2-methoxy-propionic acid methyl ester in methanol was treated with a catalytic amount of C—Pd (0.1 eq) and then H2 was bubbled through the mixture and stirred overnight. The mixture reaction was concentrated and reconstituted in ethyl acetate, filtered through a pad of celite and concentrated in vacuo to give the title compound. Reactants: FC1=CC=C(C(=C1C(=O)O)N1N=CC=N1)C (6-fluoro-3-methyl-2-(2H-1,2,3-triazol-2-yl)benzoic acid), C[C@H]1[C@H](NCCC1)CN1C(C2=CC=CC=C2C1=O)=O (2-(((2S,3R)-3-methylpiperidin-2-yl)methyl)isoindoline-1,3-dione), ClC1=NC=C(C=C1)C(F)(F)F (2-chloro-5-(trifluoromethyl)pyridine). Product: FC1=CC=C(C(=C1C(=O)N1[C@@H]([C@@H](CCC1)C)CNC1=NC=C(C=C1)C(F)(F)F)N1N=CC=N1)C ((6-Fluoro-3-methyl-2-(2H-1,2,3-triazol-2-yl)phenyl)((2S,3R)-3-methyl-2-(((5-(trifluoromethyl)pyridin-2-yl)amino)methyl)piperidin-1-yl)methanone). Reaction SMILES: [F:1][C:2]1[C:7]([C:8]([OH:10])=O)=[C:6]([N:11]2[N:15]=[CH:14][CH:13]=[N:12]2)[C:5]([CH3:16])=[CH:4][CH:3]=1.[CH3:17][C@@H:18]1[CH2:23][CH2:22][CH2:21][NH:20][C@@H:19]1[CH2:24][N:25]1C(=O)C2C(=CC=CC=2)C1=O.Cl[C:37]1[CH:42]=[CH:41][C:40]([C:43]([F:46])([F:45])[F:44])=[CH:39][N:38]=1>>[F:1][C:2]1[C:7]([C:8]([N:20]2[CH2:21][CH2:22][CH2:23][C@@H:18]([CH3:17])[C@H:19]2[CH2:24][NH:25][C:37]2[CH:42]=[CH:41][C:40]([C:43]([F:46])([F:45])[F:44])=[CH:39][N:38]=2)=[O:10])=[C:6]([N:11]2[N:15]=[CH:14][CH:13]=[N:12]2)[C:5]([CH3:16])=[CH:4][CH:3]=1. Procedure: The title compound was prepared following the same general protocol as described in Example A318, using 6-fluoro-3-methyl-2-(2H-1,2,3-triazol-2-yl)benzoic acid, 2-(((2S,3R)-3-methylpiperidin-2-yl)methyl)isoindoline-1,3-dione and 2-chloro-5-(trifluoromethyl)pyridine. ESI-MS (m/z): 477 (M+H). Reactants: CC1=CC2=C(N(C3=C(C=4N2C(NN4)=O)C=CC=N3)C(CN(CCC)CCC)=O)C=C1C (6,7-dimethyl-9-[(dipropylamino)acetyl]-3H-pyrido[3,2-c]-s-triazolo[4,3-a]-[1,5]benzodiazepin-3-one), [H-].[Na+] (sodium hydride), CN(CCCCl)C (3-(dimethylamino)propylchloride). Solvent: CN(C=O)C (dimethylformamide), C=1(C(=CC=CC1)C)C (xylene). Reaction conditions: time 22 hour. Product: CC1=CC2=C(N(C3=C(C=4N2C(N(N4)CCCN(C)C)=O)C=CC=N3)C(CN(CCC)CCC)=O)C=C1C (6,7-dimethyl-2,9-dihydro-2-[3-(dimethylamino)-propyl]-9-[(dipropylamino)acetyl]-3H-pyrido[3,2-c]-s-triazolo[4,3-a][1,5]benzodiazepine-3-one). As a reaction SMILES: [CH3:1][C:2]1[C:30]([CH3:31])=[CH:29][C:5]2[N:6]([C:19](=[O:28])[CH2:20][N:21]([CH2:25][CH2:26][CH3:27])[CH2:22][CH2:23][CH3:24])[C:7]3[N:18]=[CH:17][CH:16]=[CH:15][C:8]=3[C:9]3[N:10]([C:11](=[O:14])[NH:12][N:13]=3)[C:4]=2[CH:3]=1.[H-].[Na+].[CH3:34][N:35]([CH3:40])[CH2:36][CH2:37][CH2:38]Cl>CN(C)C=O.C1(C)C(C)=CC=CC=1>[CH3:1][C:2]1[C:30]([CH3:31])=[CH:29][C:5]2[N:6]([C:19](=[O:28])[CH2:20][N:21]([CH2:25][CH2:26][CH3:27])[CH2:22][CH2:23][CH3:24])[C:7]3[N:18]=[CH:17][CH:16]=[CH:15][C:8]=3[C:9]3[N:10]([C:11](=[O:14])[N:12]([CH2:38][CH2:37][CH2:36][N:35]([CH3:40])[CH3:34])[N:13]=3)[C:4]=2[CH:3]=1 |f:1.2|. Procedure: In the manner given in Example 25, to 6,7-dimethyl-9-[(dipropylamino)acetyl]-3H-pyrido[3,2-c]-s-triazolo[4,3-a]-[1,5]benzodiazepin-3-one in dimethylformamide is added a solution of sodium hydride in mineral oil. The mixture is allowed to react at about 95° C. for 40 minutes and after cooling 3-(dimethylamino)propylchloride in xylene is added. The mixture is kept at 95°-100° C. for a period of 22 hours, evaporated and worked up as in example 21 to give 6,7-dimethyl-2,9-dihydro-2-[3-(dimethylamino... Reactants: ClC1=C(C(=O)N(C2=NC=C(C=C2)CO)C(C2=C(C=CC=C2Cl)Cl)=O)C(=CC=C1)Cl (2,6-dichloro-N-(2,6-dichlorobenzoyl)-N-(5-hydroxymethylpyrid-2-yl)benzamide), C(Br)(Br)(Br)Br (carbon tetrabromide), C1(=CC=CC=C1)P(C1=CC=CC=C1)C1=CC=CC=C1 (triphenylphosphine), C(O)([O-])=O.[Na+] (sodium hydrogen carbonate). The solvent is ClCCl (dichloromethane). Run at time 2.5 hour. Product: ClC1=C(C(=O)N(C(C2=C(C=CC=C2Cl)Cl)=O)C2=NC=C(C=C2)CBr)C(=CC=C1)Cl (2,6-dichloro-N-(5-bromomethylpyrid-2-yl)-N-(2,6-dichlorobenzoyl)benzamide). Isolated yield 65.8%. As a reaction SMILES: [Cl:1][C:2]1[CH:28]=[CH:27][CH:26]=[C:25]([Cl:29])[C:3]=1[C:4]([N:6]([C:15](=[O:24])[C:16]1[C:21]([Cl:22])=[CH:20][CH:19]=[CH:18][C:17]=1[Cl:23])[C:7]1[CH:12]=[CH:11][C:10]([CH2:13]O)=[CH:9][N:8]=1)=[O:5].C(Br)(Br)(Br)[Br:31].C1(P(C2C=CC=CC=2)C2C=CC=CC=2)C=CC=CC=1.C(=O)([O-])O.[Na+]>ClCCl>[Cl:1][C:2]1[CH:28]=[CH:27][CH:26]=[C:25]([Cl:29])[C:3]=1[C:4]([N:6]([C:7]1[CH:12]=[CH:11][C:10]([CH2:13][Br:31])=[CH:9][N:8]=1)[C:15](=[O:24])[C:16]1[C:21]([Cl:22])=[CH:20][CH:19]=[CH:18][C:17]=1[Cl:23])=[O:5] |f:3.4|. Procedure details: In 40 ml of dichloromethane was dissolved 855 mg (1.8 mmol) of 2,6-dichloro-N-(2,6-dichlorobenzoyl)-N-(5-hydroxymethylpyrid-2-yl)benzamide (e), and 905 mg (2.7 mmol) of carbon tetrabromide and 573 mg (2.2 mmol) of triphenylphosphine were added. The mixture was stirred for 2.5 hours, and treated with a saturated sodium hydrogen carbonate aqueous solution. The mixture was subjected to extraction with chloroform, and the extract was washed with a saturated sodium chloride aqueous solution. The solv...